Dataset: the Open Reaction Database (ORD), a public repository of structured organic reaction records. Task: describe an organic reaction: reactants, conditions, products, and yield Starting materials: CCO, CCOP(OCC)OCC, O=CNCO. The product is CCOP(=O)(CNC=O)OCC. Reaction SMILES: [CH2:16]([OH:17])[CH3:18].[CH2:6]([CH3:7])[O:8][P:9]([O:10][CH2:11][CH3:12])[O:13][CH2:14][CH3:15].[OH:1][CH2:2][NH:3][CH:4]=[O:5]>>[CH2:2]([NH:3][CH:4]=[O:5])[P:9]([O:8][CH2:6][CH3:7])([O:10][CH2:11][CH3:12])=[O:13]. The reactants are CI, CS(C)=O, [K+], [OH-], OCc1ccc2sccc2c1. Product: COCc1ccc2sccc2c1. RXN SMILES: [CH3:14][I:15].[CH3:16][S:17]([CH3:18])=[O:19].[K+:2].[OH-:1].[OH:3][CH2:4][c:5]1[cH:6][c:7]2[c:8]([s:9][cH:10][cH:11]2)[cH:12][cH:13]1>>[O:3]([CH2:4][c:5]1[cH:6][c:7]2[c:8]([s:9][cH:10][cH:11]2)[cH:12][cH:13]1)[CH3:14]. Starting materials: [BH4-], CCOC(C)=O, CO, Nc1ccc(Cl)cc1C(=O)c1cccc(CNC(c2ccccc2)(c2ccccc2)c2ccccc2)c1, [Na+]. The product is Nc1ccc(Cl)cc1C(O)c1cccc(CNC(c2ccccc2)(c2ccccc2)c2ccccc2)c1. As a reaction SMILES: [BH4-:40].[CH2:42]([O:43][C:44](=[O:45])[CH3:46])[CH3:47].[CH3:1][OH:2].[NH2:3][c:4]1[c:5]([C:6](=[O:7])[c:8]2[cH:9][c:10]([CH2:14][NH:15][C:16]([c:17]3[cH:18][cH:19][cH:20][cH:21][cH:22]3)([c:23]3[cH:24][cH:25][cH:26][cH:27][cH:28]3)[c:29]3[cH:30][cH:31][cH:32][cH:33][cH:34]3)[cH:11][cH:12][cH:13]2)[cH:35][c:36]([Cl:39])[cH:37][cH:38]1.[Na+:41]>>[NH2:3][c:4]1[c:5]([CH:6]([OH:7])[c:8]2[cH:9][c:10]([CH2:14][NH:15][C:16]([c:17]3[cH:18][cH:19][cH:20][cH:21][cH:22]3)([c:23]3[cH:24][cH:25][cH:26][cH:27][cH:28]3)[c:29]3[cH:30][cH:31][cH:32][cH:33][cH:34]3)[cH:11][cH:12][cH:13]2)[cH:35][c:36]([Cl:39])[cH:37][cH:38]1.